This data is from the Open Reaction Database (ORD), a public repository of structured organic reaction records. The task is: describe an organic reaction: reactants, conditions, products, and yield Reactants: COC1=CC=C(CS[C@H]2C[C@H](N(C2)C)C(=O)O)C=C1 ((2S,4S)-4-(4-methoxybenzylthio)-1-methyl-2-pyrrolidinecarboxylic acid), C(C(C)(C)C)(=O)Cl (pivaloyl chloride), FC(C(=O)O)(F)F.[N+](=O)([O-])C1=CC=C(COC(=O)N[C@@H]2CNCC2)C=C1 ((3S)-3-(4-nitrobenzyloxycarbonyl)aminopyrrolidine trifluoroacetate). The product is S[C@H]1C[C@H](N(C1)C)C(=O)N1C[C@H](CC1)NC(=O)OCC1=CC=C(C=C1)[N+](=O)[O-] ((2S,4S)-4-Mercapto-2-[(3S)-3-(4-nitrobenzyloxycarbonyl)aminopyrrolidin-1-ylcarbonyl]-1-methylpyrrolidine). The yield is 71.6%. As a reaction SMILES: COC1C=CC(C[S:8][C@@H:9]2[CH2:13][N:12]([CH3:14])[C@H:11]([C:15]([OH:17])=O)[CH2:10]2)=CC=1.C(Cl)(=O)C(C)(C)C.FC(F)(F)C(O)=O.[N+:34]([C:37]1[CH:52]=[CH:51][C:40]([CH2:41][O:42][C:43]([NH:45][C@H:46]2[CH2:50][CH2:49][NH:48][CH2:47]2)=[O:44])=[CH:39][CH:38]=1)([O-:36])=[O:35]>>[SH:8][C@@H:9]1[CH2:13][N:12]([CH3:14])[C@H:11]([C:15]([N:48]2[CH2:49][CH2:50][C@H:46]([NH:45][C:43]([O:42][CH2:41][C:40]3[CH:51]=[CH:52][C:37]([N+:34]([O-:36])=[O:35])=[CH:38][CH:39]=3)=[O:44])[CH2:47]2)=[O:17])[CH2:10]1 |f:2.3|. Reported procedure: Following a procedure similar to that described in Preparation 18, but using 1.03 g of (2S,4S)-4-(4-methoxybenzylthio)-1-methyl-2-pyrrolidinecarboxylic acid, 463 mg of pivaloyl chloride and 1.45 g of (3S)-3-(4-nitrobenzyloxycarbonyl)aminopyrrolidine trifluoroacetate, 1.07 g of the title compound were obtained as a powder. Starting materials: CCOC(C)=O, CCC(CC)C(N=[N+]=[N-])c1ncnn1Cc1ccc(F)cc1. The product is CCC(CC)C(N)c1ncnn1Cc1ccc(F)cc1. As a reaction SMILES: [CH3:23][CH2:24][O:25][C:26]([CH3:27])=[O:28].[N:1](=[N+:2]=[N-:3])[CH:4]([CH:5]([CH2:6][CH3:7])[CH2:8][CH3:9])[c:10]1[n:11][cH:12][n:13][n:14]1[CH2:15][c:16]1[cH:17][cH:18][c:19]([F:22])[cH:20][cH:21]1>>[NH2:1][CH:4]([CH:5]([CH2:6][CH3:7])[CH2:8][CH3:9])[c:10]1[n:11][cH:12][n:13][n:14]1[CH2:15][c:16]1[cH:17][cH:18][c:19]([F:22])[cH:20][cH:21]1. The reactants are Cl (hydrochloric acid), OC1=CC=C(C(=O)O)C=C1 (p-hydroxybenzoic acid), C(C1=CC=CC=C1)Cl (benzyl chloride), C([O-])([O-])=O.[K+].[K+] (potassium carbonate), [OH-].[Na+] (NaOH). The solvent is CC(=O)C (acetone), O (H2O), C(C)O (ethanol). Conditions: time 12 hour. The product is C(C1=CC=CC=C1)OC1=CC=C(C(=O)O)C=C1 (4-benzyloxybenzoic acid). Yield: 71.2%. Reaction SMILES: [OH:1][C:2]1[CH:10]=[CH:9][C:5]([C:6]([OH:8])=[O:7])=[CH:4][CH:3]=1.[CH2:11](Cl)[C:12]1[CH:17]=[CH:16][CH:15]=[CH:14][CH:13]=1.C(=O)([O-])[O-].[K+].[K+].[OH-].[Na+].Cl>CC(C)=O.O.C(O)C>[CH2:11]([O:1][C:2]1[CH:10]=[CH:9][C:5]([C:6]([OH:8])=[O:7])=[CH:4][CH:3]=1)[C:12]1[CH:17]=[CH:16][CH:15]=[CH:14][CH:13]=1 |f:2.3.4,5.6|. Procedure: A suspension of p-hydroxybenzoic acid (200 g, 1.2 mole), benzyl chloride (190 g, 1.5 mole) and potassium carbonate (165 g, 1.2 mole) in acetone (1200 ml) was reacted with stirring for 12 hours under reflux. After cooling, the precipitate was filtered off, and the filtrate was concentrated until 400 ml. H2O (1 l) was added with stirring to the residue and the mixture was allowed to stand. The organic layer was separated, and concentrated, and the residue was added to a solution of NaOH (60 g, 1.5... The reactants are C(C1=CC=CC=C1)N1CCN(CC1)CCOCC(=O)N (2-(4-benzyl-1-piperazinyl)ethoxyacetamide), C(=O)[O-].[NH4+] (ammonium formate), C(C)O (ethanol). The reagents and catalysts are [Pd] (palladium on-charcoal). Solvent: O (water). Conditions: temperature 30 celsius, time 1 hour. The product is N1(CCNCC1)CCOCC(=O)N (2-(1-piperazinyl)ethoxyacetamide). The yield is 101.5%. RXN SMILES: C([N:8]1[CH2:13][CH2:12][N:11]([CH2:14][CH2:15][O:16][CH2:17][C:18]([NH2:20])=[O:19])[CH2:10][CH2:9]1)C1C=CC=CC=1.C(O)C.C([O-])=O.[NH4+]>[Pd].O>[N:11]1([CH2:14][CH2:15][O:16][CH2:17][C:18]([NH2:20])=[O:19])[CH2:10][CH2:9][NH:8][CH2:13][CH2:12]1 |f:2.3|. Reported procedure: II.2.1. 13.9 g (0.05 mol) of 2-(4-benzyl-1-piperazinyl)ethoxyacetamide prepared in Example I.2.1. and 139 ml of ethanol are introduced into a 250 ml three-necked round-bottomed flask fitted with a water-cooled condenser and a mechanical stirrer. 1.4 g o palladium on-charcoal (10% by weight) and 15.8 g of ammonium formate are then added. The mixture is heated at 30° C. for 30 minutes, and then at 40° C. for 1 hour, and again at 60° C. for 30 minutes. The mixture is allowed to cool to 40° C. and i...